Dataset: the Open Reaction Database (ORD), a public repository of structured organic reaction records. Task: describe an organic reaction: reactants, conditions, products, and yield The reactants are O1CCOC2=C1C=CC=C2C(=O)O (1,4-Benzodioxan-5-carboxylic acid), Cl.NO (hydroxylamine hydrochloride), polyphosphoric acid. Conditions: temperature 120 celsius. The product is Cl.O1CCOC2=C1C=CC=C2N (1,4-benzodioxan-5-amine monohydrochloride), solid. RXN SMILES: [O:1]1[C:6]2[CH:7]=[CH:8][CH:9]=[C:10](C(O)=O)[C:5]=2[O:4][CH2:3][CH2:2]1.[ClH:14].[NH2:15]O>>[ClH:14].[O:1]1[C:6]2[CH:7]=[CH:8][CH:9]=[C:10]([NH2:15])[C:5]=2[O:4][CH2:3][CH2:2]1 |f:1.2,3.4|. Procedure details: 1,4-Benzodioxan-5-carboxylic acid (120 g) was added in portions at 40° C. to a stirred mixture of hydroxylamine hydrochloride (52 g) and polyphosphoric acid (380 g), then the mixture was heated to an internal temperature of 120° C. The source of heat was removed, and the mixture was stirred vigorously until frothing subsided, then it was stirred at 165° C. for 90 minutes, cooled to 80° C., added to an excess of ice-water, and basified by the addition of 5M aqueous sodium hydroxide solution. The ... The reactants are CCOCC (Ether), C(=O)(O)C=1C(=CC(=C(C1)C1=CC=NN1C1=C(C=CC=C1)C)OC)OC (5-(5-carboxy-2,4-dimethoxyphenyl)-1-(2-methylphenyl)-1H-pyrazole), B(Br)(Br)Br (boron tribromide). The solvent is ClCCl (dichloromethane). The product is C(=O)(O)C=1C(=CC(=C(C1)C1=CC=NN1C1=C(C=CC=C1)C)O)O (5-(5-carboxy-2,4-dihydroxyphenyl)-1-(2-methylphenyl)-1H-pyrazole). Reaction SMILES: CCOCC.[C:6]([C:9]1[C:10]([O:29]C)=[CH:11][C:12]([O:27]C)=[C:13]([C:15]2[N:19]([C:20]3[CH:25]=[CH:24][CH:23]=[CH:22][C:21]=3[CH3:26])[N:18]=[CH:17][CH:16]=2)[CH:14]=1)([OH:8])=[O:7].B(Br)(Br)Br>ClCCl>[C:6]([C:9]1[C:10]([OH:29])=[CH:11][C:12]([OH:27])=[C:13]([C:15]2[N:19]([C:20]3[CH:25]=[CH:24][CH:23]=[CH:22][C:21]=3[CH3:26])[N:18]=[CH:17][CH:16]=2)[CH:14]=1)([OH:8])=[O:7]. Procedure details: 1.6 Ether hydrolysis of “1d” using boron tribromide in dichloromethane under standard conditions gives the compound 5-(5-carboxy-2,4-dihydroxyphenyl)-1-(2-methylphenyl)-1H-pyrazole (“1e”).